This data is from the Open Reaction Database (ORD), a public repository of structured organic reaction records. The task is: describe an organic reaction: reactants, conditions, products, and yield The reactants are FC(C(O)(C=1C=C2CCNC2=CC1)C(F)(F)F)(F)F (α,α-bis(trifluoromethyl)-2,3-dihydro-1H-indole-5-methanol), C=C1CC(=O)O1 (diketene). The solvent is O1CCCC1 (tetrahydrofuran). Yields the product FC(C(O)(C=1C=C2CCN(C2=CC1)C(CC(C)=O)=O)C(F)(F)F)(F)F (α,α-bis(trifluoromethyl)-1-(1,3-dioxobutyl)-2,3-dihydro-1H-indole-5-methanol). The yield is 100.3%. As a reaction SMILES: [F:1][C:2]([F:19])([F:18])[C:3]([C:14]([F:17])([F:16])[F:15])([C:5]1[CH:6]=[C:7]2[C:11](=[CH:12][CH:13]=1)[NH:10][CH2:9][CH2:8]2)[OH:4].[CH2:20]=[C:21]1[O:25][C:23](=[O:24])[CH2:22]1>O1CCCC1>[F:16][C:14]([F:17])([F:15])[C:3]([C:2]([F:1])([F:18])[F:19])([C:5]1[CH:6]=[C:7]2[C:11](=[CH:12][CH:13]=1)[N:10]([C:23](=[O:24])[CH2:22][C:21](=[O:25])[CH3:20])[CH2:9][CH2:8]2)[OH:4]. Reported procedure: To a stirred solution of 343 g (1.25 mole) of α,α-bis(trifluoromethyl)-2,3-dihydro-1H-indole-5-methanol in 1880 ml of dry tetrahydrofuran cooled in an ice bath is added dropwise 106 g (1.26 mole) of diketene. The solution is allowed to warm to room temperature for 16 hours and then is refluxed for 30 minutes. The solvent is evaporated to give 463 g (100%) of crude α,α-bis(trifluoromethyl)-1-(1,3-dioxobutyl)-2,3-dihydro-1H-indole-5-methanol, m.p. 150°-151°. The reactants are CC(C)Nc1cccnc1N1CCN(C(=O)c2ccc(C(=O)O)cn2)CC1, CC(C)C(N)CO. Product: CC(C)Nc1cccnc1N1CCN(C(=O)c2ccc(C(=O)NC(CO)C(C)C)cn2)CC1. Reaction SMILES: [CH:1]([CH3:2])([CH3:3])[NH:4][c:5]1[c:6]([N:11]2[CH2:12][CH2:13][N:14]([C:17](=[O:18])[c:19]3[n:20][cH:21][c:22]([C:23](=[O:24])[OH:25])[cH:26][cH:27]3)[CH2:15][CH2:16]2)[n:7][cH:8][cH:9][cH:10]1.[NH2:28][CH:29]([CH2:30][OH:31])[CH:32]([CH3:33])[CH3:34]>>[CH:1]([CH3:2])([CH3:3])[NH:4][c:5]1[c:6]([N:11]2[CH2:12][CH2:13][N:14]([C:17](=[O:18])[c:19]3[n:20][cH:21][c:22]([C:23](=[O:24])[NH:28][CH:29]([CH2:30][OH:31])[CH:32]([CH3:33])[CH3:34])[cH:26][cH:27]3)[CH2:15][CH2:16]2)[n:7][cH:8][cH:9][cH:10]1. The reactants are CC1(NC(CC(C1)=NO)(C)C)C (2,2,6,6-tetramethylpiperidin-4-one oxime), C1(=CC=C(C=C1)CBr)CBr (p-xylylene dibromide). The product is ON(CC1=CC=C(C=C1)CN(C1CC(NC(C1)(C)C)(C)C)O)C1CC(NC(C1)(C)C)(C)C (N,N'-Dihydroxy-N,N'-bis-(2,2,6,6-tetramethylpiperidin-4-yl)-p-xylylenediamine). As a reaction SMILES: [CH3:1][C:2]1([CH3:12])[CH2:7][C:6](=[N:8][OH:9])[CH2:5][C:4]([CH3:11])([CH3:10])[NH:3]1.[C:13]1([CH2:21]Br)[CH:18]=[CH:17][C:16]([CH2:19]Br)=[CH:15][CH:14]=1>>[OH:9][N:8]([CH:6]1[CH2:7][C:2]([CH3:12])([CH3:1])[NH:3][C:4]([CH3:11])([CH3:10])[CH2:5]1)[CH2:21][C:13]1[CH:18]=[CH:17][C:16]([CH2:19][N:8]([OH:9])[CH:6]2[CH2:5][C:4]([CH3:11])([CH3:10])[NH:3][C:2]([CH3:12])([CH3:1])[CH2:7]2)=[CH:15][CH:14]=1. Procedure: from 2,2,6,6-tetramethylpiperidin-4-one oxime and p-xylylene dibromide Reactants: CN(C)C=O, O=C1NC(=O)C2CC12, CCCCC(I)CCCCl, [H-], [Na+], O. Yields the product O=C1C2CC2C(=O)N1CCCCCl. Reaction SMILES: [CH3:22][N:23]([CH3:24])[CH:25]=[O:26].[CH:3]12[C:4](=[O:10])[NH:5][C:6](=[O:9])[CH:7]1[CH2:8]2.[Cl:11][CH2:12][CH2:13][CH2:14][CH:15]([I:16])[CH2:17][CH2:18][CH2:19][CH3:20].[H-:1].[Na+:2].[OH2:21]>>[CH:3]12[C:4](=[O:10])[N:5]([CH2:15][CH2:14][CH2:13][CH2:12][Cl:11])[C:6](=[O:9])[CH:7]1[CH2:8]2. The reactants are solid, Cl.Cl.Cl.O1CCC=2C1=C(N=CC2)N2CCN(CC2)CC[C@@H]2CC[C@H](CC2)N (trans-4-{2-[4-(2,3-dihydro-furo[2,3-c]pyridin-7-yl)-piperazin-1-yl]-ethyl}-cyclohexylamine trihydrochloride), Cl.Cl.Cl.O1CCC=2C1=C(N=CC2)N2CCN(CC2)CC[C@@H]2CC[C@H](CC2)N (trans-4-{2-[4-(2,3-dihydro-furo[2,3-c]pyridin-7-yl)-piperazin-1-yl]-ethyl}-cyclohexylamine trihydrochloride), OCCC(=O)O (3-hydroxy-propionic acid). The product is O1CCC=2C1=C(N=CC2)N2CCN(CC2)CC[C@@H]2CC[C@H](CC2)NC(CCO)=O (trans-N-(4-{2-[4-(2,3-Dihydro-furo[2,3-c]pyridin-7-yl)-piperazin-1-yl]-ethyl}-cyclohexyl)-3-hydroxy-propionamide). Reaction SMILES: Cl.Cl.Cl.[O:4]1[C:8]2=[C:9]([N:13]3[CH2:18][CH2:17][N:16]([CH2:19][CH2:20][C@H:21]4[CH2:26][CH2:25][C@H:24]([NH2:27])[CH2:23][CH2:22]4)[CH2:15][CH2:14]3)[N:10]=[CH:11][CH:12]=[C:7]2[CH2:6][CH2:5]1.[OH:28][CH2:29][CH2:30][C:31](O)=[O:32]>>[O:4]1[C:8]2=[C:9]([N:13]3[CH2:18][CH2:17][N:16]([CH2:19][CH2:20][C@H:21]4[CH2:26][CH2:25][C@H:24]([NH:27][C:29](=[O:28])[CH2:30][CH2:31][OH:32])[CH2:23][CH2:22]4)[CH2:15][CH2:14]3)[N:10]=[CH:11][CH:12]=[C:7]2[CH2:6][CH2:5]1 |f:0.1.2.3|. Procedure details: The title compound, white solid (99 mg, 98%), MS (ISP) m/z=403.5 [(M+H)+], mp 257° C., was prepared in accordance with the general method of example 6 from trans-4-{2-[4-(2,3-dihydro-furo[2,3-c]pyridin-7-yl)-piperazin-1-yl]-ethyl}-cyclohexylamine trihydrochloride (intermediate B) (110 mg, 0.25 mmol) and 3-hydroxy-propionic acid. The reactants are N1=C(C=CC2=CC=CC=C12)COC1=CC=C(C(=O)O)C=C1 (4-(Quinolin-2-ylmethoxy)-benzoic acid), C(C1=CC=CC=C1)OC(C1=C(C=C(C=C1)OCC1=CC=CC=C1)F)=O (4-Benzyloxy-2-fluoro-benzoic acid benzyl ester). Yields the product C(C1=CC=CC=C1)OC1=CC(=C(C(=O)O)C=C1)F (4-Benzyloxy-2-fluoro-benzoic acid). As a reaction SMILES: N1C2C(=CC=CC=2)C=CC=1COC1C=CC(C(O)=O)=CC=1.C([O:29][C:30](=[O:46])[C:31]1[CH:36]=[CH:35][C:34]([O:37][CH2:38][C:39]2[CH:44]=[CH:43][CH:42]=[CH:41][CH:40]=2)=[CH:33][C:32]=1[F:45])C1C=CC=CC=1>>[CH2:38]([O:37][C:34]1[CH:35]=[CH:36][C:31]([C:30]([OH:46])=[O:29])=[C:32]([F:45])[CH:33]=1)[C:39]1[CH:40]=[CH:41][CH:42]=[CH:43][CH:44]=1. Procedure details: Following the procedure for the preparation of 4-(Quinolin-2-ylmethoxy)-benzoic acid but substituting 4-Benzyloxy-2-fluoro-benzoic acid benzyl ester provided the title compound. MS: (M+H m/z=247.1). Reactants: C1CCOC1, COc1ccc(CN)cc1OC, O=C=NCCCl. The product is COc1ccc(CNC(=O)NCCCl)cc1OC. RXN SMILES: [CH2:19]1[O:20][CH2:21][CH2:22][CH2:23]1.[CH3:1][O:2][c:3]1[cH:4][c:5]([CH2:6][NH2:7])[cH:8][cH:9][c:10]1[O:11][CH3:12].[Cl:13][CH2:14][CH2:15][N:16]=[C:17]=[O:18]>>[CH3:1][O:2][c:3]1[cH:4][c:5]([CH2:6][NH:7][C:17]([NH:16][CH2:15][CH2:14][Cl:13])=[O:18])[cH:8][cH:9][c:10]1[O:11][CH3:12]. The reactants are C(C)(C)(C)OC(=O)N[C@@H]1C=C[C@@](C1)(C(=O)OC)CCOC (methyl (1S,4S)-4-[(tert-butoxycarbonyl)amino]-1-(2-methoxyethyl)cyclopent-2-ene-1-carboxylate), O (water), O.[OH-].[Li+] (lithium hydroxide monohydrate). Solvent: O1CCCC1 (tetrahydrofuran), CO (methanol). Conditions: temperature 80 celsius, time 8 hour. Yields the product C(C)(C)(C)OC(=O)N[C@@H]1C=C[C@@](C1)(C(=O)O)CCOC ((1S,4S)-4-[(tert-Butoxycarbonyl)amino]-1-(2-methoxyethyl)cyclopent-2-ene-1-carboxylic Acid). The yield is 63.4%. RXN SMILES: [C:1]([O:5][C:6]([NH:8][C@H:9]1[CH2:13][C@@:12]([CH2:18][CH2:19][O:20][CH3:21])([C:14]([O:16]C)=[O:15])[CH:11]=[CH:10]1)=[O:7])([CH3:4])([CH3:3])[CH3:2].O.O.[OH-].[Li+]>O1CCCC1.CO>[C:1]([O:5][C:6]([NH:8][C@H:9]1[CH2:13][C@@:12]([CH2:18][CH2:19][O:20][CH3:21])([C:14]([OH:16])=[O:15])[CH:11]=[CH:10]1)=[O:7])([CH3:4])([CH3:3])[CH3:2] |f:2.3.4|. Procedure details: To a stirred solution of methyl (1S,4S)-4-[(tert-butoxycarbonyl)amino]-1-(2-methoxyethyl)cyclopent-2-ene-1-carboxylate (0.78 g, 2.6 mmol) in tetrahydrofuran (1.5 mL), methanol (15 mL), and water (3.0 mL) was added lithium hydroxide monohydrate (0.55 g, 13 mmol) and the resulting orange mixture was stirred at 80° C. overnight. The solvents were evaporated and the mixture was acidified with 6 N HCl to a pH of about 4. The aqueous was then extracted with methylene chloride three times. The combined... Reactants: COC(=O)c1ccc(NC(c2ccccc2)c2oc3ccc(OC)cc3c2C)cc1, CCO, [Na+], C1CCOC1, [OH-]. Yields the product COc1ccc2oc(C(Nc3ccc(C(=O)O)cc3)c3ccccc3)c(C)c2c1. Reaction SMILES: [CH3:1][O:2][c:3]1[cH:4][cH:5][c:6]2[c:7]([c:8]([CH3:29])[c:9]([CH:11]([c:12]3[cH:13][cH:14][cH:15][cH:16][cH:17]3)[NH:18][c:19]3[cH:20][cH:21][c:22]([C:23](=[O:24])[O:25][CH3:26])[cH:27][cH:28]3)[o:10]2)[cH:30]1.[CH3:38][CH2:39][OH:40].[Na+:37].[O:31]1[CH2:32][CH2:33][CH2:34][CH2:35]1.[OH-:36]>>[CH3:1][O:2][c:3]1[cH:4][cH:5][c:6]2[c:7]([c:8]([CH3:29])[c:9]([CH:11]([c:12]3[cH:13][cH:14][cH:15][cH:16][cH:17]3)[NH:18][c:19]3[cH:20][cH:21][c:22]([C:23](=[O:24])[OH:25])[cH:27][cH:28]3)[o:10]2)[cH:30]1. The reactants are FC=1C=C(C(=O)Cl)C=CC1 (m-fluorobenzoyl chloride), N (ammonia). The solvent is C1=CC=CC=C1 (benzene). Reaction conditions: time 8 hour. Product: FC=1C=C(C(=O)N)C=CC1 (3-Fluorobenzamide). As a reaction SMILES: [F:1][C:2]1[CH:3]=[C:4]([CH:8]=[CH:9][CH:10]=1)[C:5](Cl)=[O:6].[NH3:11]>C1C=CC=CC=1>[F:1][C:2]1[CH:3]=[C:4]([CH:8]=[CH:9][CH:10]=1)[C:5]([NH2:11])=[O:6]. Procedure details: Into a stirred solution of m-fluorobenzoyl chloride (15.9 g, 0.10 mole) in benzene (200 ml) at 5° C. is bubbled anhydrous ammonia gas for 30 minutes. A white solid precipitates and the reaction mixture is allowed to stir at room temperature overnight. The white solid is removed by filtration and then triturated with water. The solid is dried to afford 10 g of m-fluoroenzamide, mp 130°-33° C. Elemental analysis calculated. for C7H6FNO: C, 60.40; H, 4.34; F, 13.66; N, 10.08. Found: C, 59.97; H, 4....